From a dataset of the Open Reaction Database (ORD), a public repository of structured organic reaction records. describe an organic reaction: reactants, conditions, products, and yield Starting materials: C1(=CC=C(C=C1)S(=O)(=O)NN)C (p-toluenesulfonohydrazide), C(C1=CC=CC=C1)=O (benzaldehyde). The solvent is CO (methanol). Run at time 1 hour. Product: C(C1=CC=CC=C1)=NNS(=O)(=O)C1=CC=C(C=C1)C (N′-benzylidene-p-toluenesulfonohydrazide). RXN SMILES: [C:1]1([CH3:12])[CH:6]=[CH:5][C:4]([S:7]([NH:10][NH2:11])(=[O:9])=[O:8])=[CH:3][CH:2]=1.[CH:13](=O)[C:14]1[CH:19]=[CH:18][CH:17]=[CH:16][CH:15]=1>CO>[CH:13](=[N:11][NH:10][S:7]([C:4]1[CH:3]=[CH:2][C:1]([CH3:12])=[CH:6][CH:5]=1)(=[O:8])=[O:9])[C:14]1[CH:19]=[CH:18][CH:17]=[CH:16][CH:15]=1. Reported procedure: A four neck flask (1 liter) equipped with a thermometer, a reflux condenser and a stirrer was charged with 93.0 g (0.5 mol) of p-toluenesulfonohydrazide and 700 ml of methanol, and 63.6 g (0.6 mol) of benzaldehyde was dropwise added thereto in one hour while stirring at room temperature and heated under reflux for about 5 hours. The reaction liquid was cooled down to 20° C. or lower, and then crystal was filtered off and dried under reduced pressure, whereby white crystal was obtained.